This data is from the Open Reaction Database (ORD), a public repository of structured organic reaction records. The task is: describe an organic reaction: reactants, conditions, products, and yield The reactants are COC(CCCCC=1OC=C(N1)C1=C(C=CC=C1)C(F)(F)F)=O (5-[4-(2-trifluoromethyl-phenyl)-oxazol-2-yl]-pentanoic acid methyl ester), C1CCOC1 (THF), [OH-].[Na+] (NaOH). Run in CCO (EtOH). The product is FC(C1=C(C=CC=C1)C=1N=C(OC1)CCCCC(=O)O)(F)F (5-[4-(2-trifluoromethyl-phenyl)-oxazol-2-yl]-pentanoic acid). RXN SMILES: C[O:2][C:3](=[O:23])[CH2:4][CH2:5][CH2:6][CH2:7][C:8]1[O:9][CH:10]=[C:11]([C:13]2[CH:18]=[CH:17][CH:16]=[CH:15][C:14]=2[C:19]([F:22])([F:21])[F:20])[N:12]=1.C1COCC1.[OH-].[Na+]>CCO>[F:21][C:19]([F:20])([F:22])[C:14]1[CH:15]=[CH:16][CH:17]=[CH:18][C:13]=1[C:11]1[N:12]=[C:8]([CH2:7][CH2:6][CH2:5][CH2:4][C:3]([OH:23])=[O:2])[O:9][CH:10]=1 |f:2.3|. Reported procedure: Combine 5-[4-(2-trifluoromethyl-phenyl)-oxazol-2-yl]-pentanoic acid methyl ester (3.35 g, 9.9 mmol) with THF (3 mL), EtOH (3 mL) and 2N NaOH (15 mL) and stir until hydrolysis is complete. Concentrate the mixture, dilute the residue with water and adjust the pH to 3.0-4.0 using aq HCl. Extract the mixture with EtOAc and dry the extracts over Na2SO4 before concentrating. Chromatograph the residue over silica gel (MeOH/CH2Cl2) to allow for recovery of 5-[4-(2-trifluoromethyl-phenyl)-oxazol-2-yl]-pe... Starting materials: O=C([O-])[O-], [K+], [K+], CCOC(=O)N1CC2CC3CCN3C2C1, O. Yields the product C1NCC2C1CC1CCN12. RXN SMILES: [C:16](=[O:17])([O-:18])[O-:19].[K+:20].[K+:21].[N:1]12[CH:2]3[CH2:3][N:4]([C:11]([O:12][CH2:13][CH3:14])=[O:15])[CH2:5][CH:6]3[CH2:7][CH:8]1[CH2:9][CH2:10]2.[OH2:22]>>[N:1]12[CH:2]3[CH2:3][NH:4][CH2:5][CH:6]3[CH2:7][CH:8]1[CH2:9][CH2:10]2.